Dataset: the Open Reaction Database (ORD), a public repository of structured organic reaction records. Task: describe an organic reaction: reactants, conditions, products, and yield Starting materials: ClCCl, CC(C)(C)OC(=O)N1CCN(Cc2cccc(C(=O)NC3CC(F)(F)C3)c2)CC1. The product is O=C(NC1CC(F)(F)C1)c1cccc(CN2CCNCC2)c1. Reaction SMILES: [Cl:30][CH2:31][Cl:32].[F:1][C:2]1([F:29])[CH2:3][CH:4]([NH:6][C:7](=[O:8])[c:9]2[cH:10][c:11]([CH2:12][N:13]3[CH2:14][CH2:15][N:16]([C:19]([O:20][C:21]([CH3:22])([CH3:23])[CH3:24])=[O:25])[CH2:17][CH2:18]3)[cH:26][cH:27][cH:28]2)[CH2:5]1>>[F:1][C:2]1([F:29])[CH2:3][CH:4]([NH:6][C:7](=[O:8])[c:9]2[cH:10][c:11]([CH2:12][N:13]3[CH2:14][CH2:15][NH:16][CH2:17][CH2:18]3)[cH:26][cH:27][cH:28]2)[CH2:5]1. The reactants are COC(=O)CCCCCSc1ccc(N(C)Cc2ccc(Cl)cc2)cc1, CO, CCOC(C)=O, [O-][I+3]([O-])([O-])[O-], [Na+], C1CCOC1, O. Yields the product COC(=O)CCCCCS(=O)c1ccc(N(C)Cc2ccc(Cl)cc2)cc1. RXN SMILES: [CH3:1][O:2][C:3]([CH2:4][CH2:5][CH2:6][CH2:7][CH2:8][S:9][c:10]1[cH:11][cH:12][c:13]([N:16]([CH3:17])[CH2:18][c:19]2[cH:20][cH:21][c:22]([Cl:25])[cH:23][cH:24]2)[cH:14][cH:15]1)=[O:26].[CH3:33][OH:34].[CH3:41][CH2:42][O:43][C:44](=[O:45])[CH3:46].[I+3:27]([O-:28])([O-:29])([O-:30])[O-:31].[Na+:32].[O:35]1[CH2:36][CH2:37][CH2:38][CH2:39]1.[OH2:40]>>[CH3:1][O:2][C:3]([CH2:4][CH2:5][CH2:6][CH2:7][CH2:8][S:9]([c:10]1[cH:11][cH:12][c:13]([N:16]([CH3:17])[CH2:18][c:19]2[cH:20][cH:21][c:22]([Cl:25])[cH:23][cH:24]2)[cH:14][cH:15]1)=[O:28])=[O:26]. Starting materials: [OH-].[Na+] (sodium hydroxide), C(C)OC(COC1=C(C=C(C=C1)SC1=CC(=CC(=C1)C#CCN1CCOCC1)OCCC1CCCCC1)C)=O ({4-[3-(2-Cyclohexyl-ethoxy)-5-(3-morpholin-4-yl-prop-1-ynyl)-phenylsulfanyl]-2-methyl-phenoxy}-acetic acid ethyl ester), Cl (hydrochloric acid). Run in C(C)O (ethanol), C1CCOC1 (THF). Reaction conditions: time 30 minute. The product is C1(CCCCC1)CCOC=1C=C(C=C(C1)C#CCN1CCOCC1)SC1=CC(=C(OCC(=O)O)C=C1)C ({4-[3-(2-Cyclohexyl-ethoxy)-5-(3-morpholin-4-yl-prop-1-ynyl)-phenylsulfanyl]-2-methyl-phenoxy}-acetic Acid). As a reaction SMILES: C([O:3][C:4](=[O:39])[CH2:5][O:6][C:7]1[CH:12]=[CH:11][C:10]([S:13][C:14]2[CH:19]=[C:18]([C:20]#[C:21][CH2:22][N:23]3[CH2:28][CH2:27][O:26][CH2:25][CH2:24]3)[CH:17]=[C:16]([O:29][CH2:30][CH2:31][CH:32]3[CH2:37][CH2:36][CH2:35][CH2:34][CH2:33]3)[CH:15]=2)=[CH:9][C:8]=1[CH3:38])C.[OH-].[Na+].Cl>C1COCC1.C(O)C>[CH:32]1([CH2:31][CH2:30][O:29][C:16]2[CH:15]=[C:14]([S:13][C:10]3[CH:11]=[CH:12][C:7]([O:6][CH2:5][C:4]([OH:39])=[O:3])=[C:8]([CH3:38])[CH:9]=3)[CH:19]=[C:18]([C:20]#[C:21][CH2:22][N:23]3[CH2:24][CH2:25][O:26][CH2:27][CH2:28]3)[CH:17]=2)[CH2:37][CH2:36][CH2:35][CH2:34][CH2:33]1 |f:1.2|. Reported procedure: {4-[3-(2-Cyclohexyl-ethoxy)-5-(3-morpholin-4-yl-prop-1-ynyl)-phenylsulfanyl]-2-methyl-phenoxy}-acetic acid ethyl ester (200 mg; 0.36 mmol) was dissolved in THF (2 mL) and ethanol (4 mL), and aqueous 1 N sodium hydroxide (3 mL) was added. The reaction mixture was stirred for 30 min. acidified with 1 N aqueous hydrochloric acid and extracted with ethyl acetate. The organic phase was dried and evaporated to dryness. Yield: 107 mg (57%). HPLC-MS: m/z: 523.9 (M)+; Rt: 2.06 min. Product: CC(COC1=C(C=CC(=C1OC)OC)C1=C2CCC(C2=CC=C1)=O)(C(=O)N1CCOCC1)C (4-[2-(2,2-Dimethyl-3-morpholin-4-yl-3-oxo-propoxy)-3,4-dimethoxy-phenyl]-indan-1-one). The reactants are COC1=C(OCC(C(=O)O)(C)C)C(=CC=C1OC)C1=C2CCC(C2=CC=C1)=O (3-[2,3-Dimethoxy-6-(1-oxo-indan-4-yl)-phenoxy]-2,2-dimethyl-propionic acid), COC1=C(OCC(C(=O)O)(C)C)C(=CC=C1OC)C1=C2CCC(C2=CC=C1)=O (3-[2,3-Dimethoxy-6-(1-oxo-indan-4-yl)-phenoxy]-2,2-dimethyl-propionic acid), N1CCOCC1 (morpholine), COC1=C(OCC(C(=O)NC)(C)C)C(=CC=C1OC)C1=C2CCC(C2=CC=C1)=O (3-[2,3-Dimethoxy-6-(1-oxo-indan-4-yl)-phenoxy]-2,2,N-trimethyl-propionamide). Reaction SMILES: [CH3:1][O:2][C:3]1[C:16]([O:17][CH3:18])=[CH:15][CH:14]=[C:13]([C:19]2[CH:27]=[CH:26][CH:25]=[C:24]3[C:20]=2[CH2:21][CH2:22][C:23]3=[O:28])[C:4]=1[O:5][CH2:6][C:7]([CH3:12])([CH3:11])[C:8](O)=[O:9].[NH:29]1[CH2:34][CH2:33][O:32][CH2:31][CH2:30]1.COC1C(OC)=CC=C(C2C=CC=C3C=2CCC3=O)C=1OCC(C)(C)C(NC)=O>>[CH3:12][C:7]([CH3:11])([C:8]([N:29]1[CH2:34][CH2:33][O:32][CH2:31][CH2:30]1)=[O:9])[CH2:6][O:5][C:4]1[C:3]([O:2][CH3:1])=[C:16]([O:17][CH3:18])[CH:15]=[CH:14][C:13]=1[C:19]1[CH:27]=[CH:26][CH:25]=[C:24]2[C:20]=1[CH2:21][CH2:22][C:23]2=[O:28]. Procedure: From 3-[2,3-Dimethoxy-6-(1-oxo-indan-4-yl)-phenoxy]-2,2-dimethyl-propionic acid (Compound 199) and morpholine following the procedure for the preparation of Compound 200. Purification by column chromatography (silica gel, 0-50% ethyl acetate in pet ether) afforded the title compound as a solid. The reactants are ( M ), ( M ), ( s ), ClCC1=C(C=CC=C1)S(=O)(=O)N (2-(chloromethyl)benzenesulfonamide), C(C)(=O)[O-].[K+] (potassium acetate), Cl (hydrochloric acid), ( s ). The solvent is O (water). Product: C(C)(=O)OCC1=C(C=CC=C1)S(=O)(=O)N (2-(Acetoxymethyl)benzenesulfonamide). As a reaction SMILES: Cl[CH2:2][C:3]1[CH:8]=[CH:7][CH:6]=[CH:5][C:4]=1[S:9]([NH2:12])(=[O:11])=[O:10].[C:13]([O-:16])(=[O:15])[CH3:14].[K+].Cl>O>[C:13]([O:16][CH2:2][C:3]1[CH:8]=[CH:7][CH:6]=[CH:5][C:4]=1[S:9]([NH2:12])(=[O:11])=[O:10])(=[O:15])[CH3:14] |f:1.2|. Procedure: A mixture of 2-(chloromethyl)benzenesulfonamide (2.00 g), potassium acetate (6.0 g) and water (75 ml) was heated to reflux for 1.5 hour. The pH was adjusted to ca. 5.0 by addition of hydrochloric acid and the chilled mixture was filtered to give 1.05 of of shiny white solid, m.p. 131°-133°. 'H NMR δ(CD3)2CO 8.00-7.83 (M), 7.60-7.25 (M), 6.55 (brd s), 5.47 (s), 2.97 (brd s), 2.10 (s), consistent with the assigned structure. Starting materials: C(c1cccnc1C(F)(F)F)=O, CC1=CN=C(C=C1)N, [C-]#[N+]C1CCCCC1. The reagents and catalysts are O=C(O)C(F)(F)F (trifluoroacetic acid). The solvent is CC(C)O (isopropyl alcohol), CC(C)O (isopropylalcohol). Conditions: temperature 22 celsius, time 20 hour. Product: Cc1ccc2nc(c3cccnc3C(F)(F)F)c(NC3CCCCC3)n2c1. Isolated yield 7.0%. RXN SMILES: CC1=CC=C(N)N=C1.[C-]#[N+]C1CCCCC1.FC(F)(F)C1=NC=CC=C1C=O>>CC1=CN2C(C=C1)=NC(=C2NC1CCCCC1)C1=CC=CN=C1C(F)(F)F.